From a dataset of the Open Reaction Database (ORD), a public repository of structured organic reaction records. describe an organic reaction: reactants, conditions, products, and yield Reactants: OC1=CC=C(C(=O)SC2=C(C=C(C(=C2)Cl)Cl)Cl)C=C1 (S-(2,4,5-Trichlorophenyl) 4-(hydroxy)thiobenzoate), [OH-].[Na+] (sodium hydroxide), C(=S)(Cl)Cl (thiophosgene). Solvent: C(Cl)(Cl)Cl (chloroform), O (water). Reaction conditions: time 2 hour. Product: ClC(=S)OC1=CC=C(C(=O)SC2=C(C=C(C(=C2)Cl)Cl)Cl)C=C1 (S-(2,4,5-Trichlorophenyl) 4-(chlorothiocarbonyloxy)thiobenzoate). RXN SMILES: [OH:1][C:2]1[CH:19]=[CH:18][C:5]([C:6]([S:8][C:9]2[CH:14]=[C:13]([Cl:15])[C:12]([Cl:16])=[CH:11][C:10]=2[Cl:17])=[O:7])=[CH:4][CH:3]=1.[OH-].[Na+].[C:22](Cl)([Cl:24])=[S:23]>C(Cl)(Cl)Cl.O>[Cl:24][C:22]([O:1][C:2]1[CH:19]=[CH:18][C:5]([C:6]([S:8][C:9]2[CH:14]=[C:13]([Cl:15])[C:12]([Cl:16])=[CH:11][C:10]=2[Cl:17])=[O:7])=[CH:4][CH:3]=1)=[S:23] |f:1.2|. Procedure details: S-(2,4,5-Trichlorophenyl) 4-(hydroxy)thiobenzoate (5.4 g) in dry chloroform (70 ml) at -20° C. was treated sequentially with sodium hydroxide (0.78 g) in water (3 ml) and thiophosgene (1.85 ml). The solution was allowed to warm to room temperature and was stirred for a further 2 hours. The reaction mixture was then dried over calcium chloride and the filtered solution evaporated to give a crude solid. Purification by chromatography on silica gel using ethyl acetate/hexane mixtures as eluants aff... Starting materials: C(CCCCCC)OC=1C=C(C(=O)Cl)C=CC1OCCCCCCC (3,4-Bis(heptyloxy)benzoyl chloride), [H-].[Na+] (sodium hydride), N1=C(C=CC=C1)CNC(C)=O (N-2-Pyridylmethylacetamide), O1CCCC1 (tetrahydrofuran). The solvent is O (water). Reaction conditions: time 1 hour. Product: C(C)(=O)N(C(C1=CC(=C(C=C1)OCCCCCCC)OCCCCCCC)=O)CC1=NC=CC=C1 (N-Acetyl-3,4-bis(heptyloxy)-N-(2-pyridinylmethyl)benzamide). Yield: 44.8%. Reaction SMILES: [CH2:1]([O:8][C:9]1[CH:10]=[C:11]([CH:15]=[CH:16][C:17]=1[O:18][CH2:19][CH2:20][CH2:21][CH2:22][CH2:23][CH2:24][CH3:25])[C:12](Cl)=[O:13])[CH2:2][CH2:3][CH2:4][CH2:5][CH2:6][CH3:7].[H-].[Na+].[N:28]1[CH:33]=[CH:32][CH:31]=[CH:30][C:29]=1[CH2:34][NH:35][C:36](=[O:38])[CH3:37].O1CCCC1>O>[C:36]([N:35]([CH2:34][C:29]1[CH:30]=[CH:31][CH:32]=[CH:33][N:28]=1)[C:12](=[O:13])[C:11]1[CH:15]=[CH:16][C:17]([O:18][CH2:19][CH2:20][CH2:21][CH2:22][CH2:23][CH2:24][CH3:25])=[C:9]([O:8][CH2:1][CH2:2][CH2:3][CH2:4][CH2:5][CH2:6][CH3:7])[CH:10]=1)(=[O:38])[CH3:37] |f:1.2|. Procedure: The title compound is prepared by the procedure of Example 27 using 5.0 g of product from Example 111, 0.683 g of washed 50% sodium hydride, 2.14 g of product from Example 12 and 100 ml of dry tetrahydrofuran. The reaction is stirred at room temperature for 1 hour, heated at reflux temperature for 18 hours and cooled to room temperature. The mixture is poured into water, extracted with chloroform and concentrated in vacuo. The residue is purified by column chromatography (silica gel: 15-30% ethy... The reactants are C(Cl)Cl (CH2Cl2), C(=O)([O-])[O-].[K+].[K+] (K2CO3), BrC=1N=C2C=CNC2=NC1 (5-bromo-4,7-diazaindole), BrC1=CC(=C(C=C1)B(O)O)F (4-bromo-2-fluorophenyl boronic acid). Reagents/catalysts: C1=CC=C(C=C1)P([C-]2C=CC=C2)C3=CC=CC=C3.C1=CC=C(C=C1)P([C-]2C=CC=C2)C3=CC=CC=C3.Cl[Pd]Cl.[Fe+2] (Pd(dppf)Cl2). Run in O1CCOCC1 (1,4-dioxane), O (water). Conditions: temperature 95 celsius. Product: BrC1=CC(=C(C=C1)C=1N=C2C(=NC1)NC=C2)F (2-(4-Bromo-2-fluorophenyl)-5H-pyrrolo[2,3-b]pyrazine). Yield: 34.9%. As a reaction SMILES: Br[C:2]1[N:3]=[C:4]2[C:8](=[N:9][CH:10]=1)[NH:7][CH:6]=[CH:5]2.[Br:11][C:12]1[CH:17]=[CH:16][C:15](B(O)O)=[C:14]([F:21])[CH:13]=1.C(Cl)Cl.C([O-])([O-])=O.[K+].[K+]>C1C=CC(P(C2C=CC=CC=2)[C-]2C=CC=C2)=CC=1.C1C=CC(P(C2C=CC=CC=2)[C-]2C=CC=C2)=CC=1.Cl[Pd]Cl.[Fe+2].O.O1CCOCC1>[Br:11][C:12]1[CH:17]=[CH:16][C:15]([C:2]2[N:3]=[C:4]3[CH:5]=[CH:6][NH:7][C:8]3=[N:9][CH:10]=2)=[C:14]([F:21])[CH:13]=1 |f:3.4.5,6.7.8.9|. Procedure details: To a 150 mL screw-cap vessel under nitrogen was added 5-bromo-4,7-diazaindole (1.0 g, 5.05 mmol), 4-bromo-2-fluorophenyl boronic acid (1.33 g, 6.06 mmol), Pd(dppf)Cl2.CH2Cl2 (0.2 g, 0.24 mmol), K2CO3 (2.09 g, 15.2 mmol), 1,4-dioxane (35 mL) and water (13 mL). The mixture was sparged with nitrogen for 10 minutes, the vessel capped and the reaction heated at 95° Celsius for 24 hours. The reaction was then cooled to rt, diluted with ethyl acetate (200 mL) and washed with water (1×100 mL) and brine ... RXN SMILES: [Cl:1][c:2]1[n:3][cH:4][c:5]([F:23])[cH:6][c:7]1[C:8](=[O:9])[NH:10][CH:11]([CH3:12])[c:13]1[cH:14][cH:15][c:16]([C:17](=[O:18])[O:19][CH3:20])[cH:21][cH:22]1.[Cl:24][c:25]1[c:26]([OH:32])[cH:27][cH:28][c:29]([F:31])[cH:30]1>>[c:2]1([O:32][c:26]2[c:25]([Cl:24])[cH:30][c:29]([F:31])[cH:28][cH:27]2)[n:3][cH:4][c:5]([F:23])[cH:6][c:7]1[C:8](=[O:9])[NH:10][CH:11]([CH3:12])[c:13]1[cH:14][cH:15][c:16]([C:17](=[O:18])[O:19][CH3:20])[cH:21][cH:22]1. Starting materials: COC(=O)c1ccc(C(C)NC(=O)c2cc(F)cnc2Cl)cc1, Oc1ccc(F)cc1Cl. The product is COC(=O)c1ccc(C(C)NC(=O)c2cc(F)cnc2Oc2ccc(F)cc2Cl)cc1. Reactants: ClC=1C(C(=C(C(C1Cl)=O)C#N)C#N)=O (2,3-dichloro-5,6-dicyano-p-benzoquinone), FC(S(=O)(=O)OC1=C(C2=CC=CC=C2C=C1)C1NCCC2=CC=CC=C12)(F)F (1-(1,2,3,4-Tetrahydroisoquinolin-1-yl)-naphthalene-2-yl trifluoromethanesulfonate). The solvent is C(Cl)Cl (CH2Cl2). Conditions: time 20 minute. The product is FC(S(=O)(=O)OC1=C(C2=CC=CC=C2C=C1)C1=NCCC2=CC=CC=C12)(F)F (1-(3,4-Dihydroisoquinolin-1-yl)-naphthalene-2-yl trifluoromethanesulfonate). Yield: 86.3%. RXN SMILES: ClC1C(=O)C(C#N)=C(C#N)C(=O)C=1Cl.[F:15][C:16]([F:42])([F:41])[S:17]([O:20][C:21]1[CH:30]=[CH:29][C:28]2[C:23](=[CH:24][CH:25]=[CH:26][CH:27]=2)[C:22]=1[CH:31]1[C:40]2[C:35](=[CH:36][CH:37]=[CH:38][CH:39]=2)[CH2:34][CH2:33][NH:32]1)(=[O:19])=[O:18]>C(Cl)Cl>[F:42][C:16]([F:15])([F:41])[S:17]([O:20][C:21]1[CH:30]=[CH:29][C:28]2[C:23](=[CH:24][CH:25]=[CH:26][CH:27]=2)[C:22]=1[C:31]1[C:40]2[C:35](=[CH:36][CH:37]=[CH:38][CH:39]=2)[CH2:34][CH2:33][N:32]=1)(=[O:19])=[O:18]. Reported procedure: Powdered 2,3-dichloro-5,6-dicyano-p-benzoquinone (DDQ) (46 mg, 0.2 mmol) was added to a solution of 2 (82 mg, 0.2 mmol) in CH2Cl2 (2 mL) at rt. After 20 minutes, the mixture was filtered through a short pad of silica gel using CH2Cl2 as the eluant. The solvent was evaporated and the residue was purified by column chromatography on silica gel (5:1 hexanes/EtOAc). The fractions containing the product (Rf=0.4) were collected and concentrated to yield the title product 3 (70 mg, 87% yield) as an oil...